Dataset: the Open Reaction Database (ORD), a public repository of structured organic reaction records. Task: describe an organic reaction: reactants, conditions, products, and yield The solvent is CO (methanol). The reagents and catalysts are [Pd] (Pd/C). Starting materials: C(C1=CC=CC=C1)OC(=O)NC(CCC(=O)N[C@H](CC(=O)OC)C(=O)OC)C(=O)OC(C)(C)C (dimethyl N-[4-(benzyloxycarbonylamino)-4-tert.-butoxycarbonylbutanoyl]-D-aspartate). The yield is 104.7%. Procedure: To a solution of 1.92 g (4.0 mmol) of dimethyl N-[4-(benzyloxycarbonylamino)-4-tert.-butoxycarbonylbutanoyl]-D-aspartate in 15 mL of anhydrous methanol was added 0.43 g of 10% Pd/C and the mixture was then stirred under an atmosphere of hydrogen overnight. The catalyst was removed by filtration through a Celite® pad and the filtrate concentrated in vacuo to yield 1.45 g of dimethyl N-(4-amino-4-tert.-butoxycarbonylbutanoyl)-D-aspartate as a thick clear oil. Mass Spectrum (FD+): M+1=347; IR (CHCl... As a reaction SMILES: C(OC([NH:11][CH:12]([C:28]([O:30][C:31]([CH3:34])([CH3:33])[CH3:32])=[O:29])[CH2:13][CH2:14][C:15]([NH:17][C@@H:18]([C:24]([O:26][CH3:27])=[O:25])[CH2:19][C:20]([O:22][CH3:23])=[O:21])=[O:16])=O)C1C=CC=CC=1>CO.[Pd]>[NH2:11][CH:12]([C:28]([O:30][C:31]([CH3:34])([CH3:33])[CH3:32])=[O:29])[CH2:13][CH2:14][C:15]([NH:17][C@@H:18]([C:24]([O:26][CH3:27])=[O:25])[CH2:19][C:20]([O:22][CH3:23])=[O:21])=[O:16]. Conditions: time 8 hour. Yields the product NC(CCC(=O)N[C@H](CC(=O)OC)C(=O)OC)C(=O)OC(C)(C)C (dimethyl N-(4-amino-4-tert.-butoxycarbonylbutanoyl)-D-aspartate). Starting materials: C1(=CC=CC=C1)[C@@H](CO)N ((1S)-1-Phenyl-2-hydroxyethylamine), [Cl-].ClC[C@H](C1=CC=CC=C1)[NH3+] ((1S)-2-chloro-1-phenylethylammonium chloride), CC1=C(C=CC(=C1)[N+](=O)[O-])N=C=S (2-Methyl-4-nitrophenyl isothiocyanate), [Cl-].ClC[C@H](CC1=CC=CC=C1)[NH3+] ((1S)-2-chloro-1-benzylethylammonium chloride). Yields the product CC1=C(C=CC(=C1)[N+](=O)[O-])N=C1SC[C@@H](N1)C1=CC=CC=C1 ((4S)-2-(2-methyl-4-nitrophenylimino)-4-phenyl-1,3-thiazolidine). RXN SMILES: [C:1]1([C@H:7]([NH2:10])[CH2:8]O)[CH:6]=[CH:5][CH:4]=[CH:3][CH:2]=1.[Cl-].ClC[C@@H]([NH3+])C1C=CC=CC=1.[CH3:22][C:23]1[CH:28]=[C:27]([N+:29]([O-:31])=[O:30])[CH:26]=[CH:25][C:24]=1[N:32]=[C:33]=[S:34].[Cl-].ClC[C@@H]([NH3+])CC1C=CC=CC=1>>[CH3:22][C:23]1[CH:28]=[C:27]([N+:29]([O-:31])=[O:30])[CH:26]=[CH:25][C:24]=1[N:32]=[C:33]1[NH:10][C@@H:7]([C:1]2[CH:6]=[CH:5][CH:4]=[CH:3][CH:2]=2)[CH2:8][S:34]1 |f:1.2,4.5|. Procedure: (1S)-1-Phenyl-2-hydroxyethylamine was converted to (1S)-2-chloro-1-phenylethylammonium chloride according to Method B7b. 2-Methyl-4-nitrophenyl isothiocyanate was reacted with (1S)-2-chloro-1-benzylethylammonium chloride according to Method C1a to give (4S)-2-(2-methyl-4-nitrophenylimino)-4-phenyl-1,3-thiazolidine. The thiazolidine was reacted with isobutyl bromide according to Method D2a to afford (4S)-2-(2-methyl-4-nitrophenylimino)-4-phenyl-3-isobutyl-1,3-thiazolidine HCl salt. The reactants are Cl (hydrochloric acid), FC=1C=CC=C2C(C(NC12)=O)=O (7-fluoro-1 H-indole-2,3-dione), [OH-].[Na+] (sodium hydroxide), OO (hydrogen peroxide). Solvent: O (water). Conditions: temperature 70 celsius, time 10 minute. Product: NC1=C(C(=O)O)C=CC=C1F (2-amino-3-fluoro-benzoic acid). RXN SMILES: [F:1][C:2]1[CH:3]=[CH:4][CH:5]=[C:6]2[C:10]=1[NH:9]C(=O)[C:7]2=[O:12].[OH-:13].[Na+].OO.Cl>O>[NH2:9][C:10]1[C:2]([F:1])=[CH:3][CH:4]=[CH:5][C:6]=1[C:7]([OH:12])=[O:13] |f:1.2|. Reported procedure: A mixture of 19.27 g of the product of Step B and 197 ml of 10N sodium hydroxide solution was heated to 70° C. with stirring and heating was ceased to add 36.5 ml of 30% hydrogen peroxide over 20 minutes during which the temperature rose to 80° C. and descended to 70° C. At the end of the addition, the mixture was heated to 80° C. and held there for 10 minutes and then was cooled during which a mass formed. The latter was added to 200 ml of water with stirring and the pH was adjusted to 1 by add... Starting materials: FC1=C(C=C(C=C1)S(=O)(=O)N)[N+](=O)[O-] (4-fluoro-3-nitrobenzenesulfonamide), Cl.NC[C@@H]1CC[C@H](CC1)C(=O)OC (trans-methyl 4-(aminomethyl)cyclohexanecarboxylate hydrochloride), C(C)(C)N(C(C)C)CC (N,N-diisopropylethylamine). The solvent is O1CCCC1 (tetrahydrofuran). The product is [N+](=O)([O-])C1=C(C=CC(=C1)S(N)(=O)=O)NC[C@@H]1CC[C@H](CC1)C(=O)OC (trans-methyl 4-((2-nitro-4-sulfamoylphenylamino)methyl)cyclohexanecarboxylate). RXN SMILES: F[C:2]1[CH:7]=[CH:6][C:5]([S:8]([NH2:11])(=[O:10])=[O:9])=[CH:4][C:3]=1[N+:12]([O-:14])=[O:13].Cl.[NH2:16][CH2:17][C@H:18]1[CH2:23][CH2:22][C@H:21]([C:24]([O:26][CH3:27])=[O:25])[CH2:20][CH2:19]1.C(N(CC)C(C)C)(C)C>O1CCCC1>[N+:12]([C:3]1[CH:4]=[C:5]([S:8](=[O:10])(=[O:9])[NH2:11])[CH:6]=[CH:7][C:2]=1[NH:16][CH2:17][C@H:18]1[CH2:19][CH2:20][C@H:21]([C:24]([O:26][CH3:27])=[O:25])[CH2:22][CH2:23]1)([O-:14])=[O:13] |f:1.2|. Procedure: To 4-fluoro-3-nitrobenzenesulfonamide (0.265 g) and trans-methyl 4-(aminomethyl)cyclohexanecarboxylate hydrochloride in tetrahydrofuran (5 mL) was added N,N-diisopropylethylamine (0.526 mL) and the reaction was stirred at room temperature. After stirring overnight the reaction was loaded onto silica gel (Reveleris 40 g) and eluted using a gradient of 0.5% to 3.5% methanol/dichloromethane over 30 minutes to provide the title compound. Yields the product C=CCN(CC=C)P(=S)(CNCC(=O)O)N(CC=C)CC=C. Reaction SMILES: [CH3:29][CH2:30][OH:31].[F:1][C:2]([F:3])([F:4])[C:27]([N:5]([CH2:6][C:7](=[O:8])[OH:9])[CH2:10][P:11](=[S:12])([N:13]([CH2:14][CH:15]=[CH2:16])[CH2:17][CH:18]=[CH2:19])[N:20]([CH2:21][CH:22]=[CH2:23])[CH2:24][CH:25]=[CH2:26])=[O:28]>>[NH:5]([CH2:6][C:7](=[O:8])[OH:9])[CH2:10][P:11](=[S:12])([N:13]([CH2:14][CH:15]=[CH2:16])[CH2:17][CH:18]=[CH2:19])[N:20]([CH2:21][CH:22]=[CH2:23])[CH2:24][CH:25]=[CH2:26]. Reactants: CCO, C=CCN(CC=C)P(=S)(CN(CC(=O)O)C(=O)C(F)(F)F)N(CC=C)CC=C.